This data is from the Open Reaction Database (ORD), a public repository of structured organic reaction records. The task is: describe an organic reaction: reactants, conditions, products, and yield Starting materials: C(C1=CC=CC=C1)OC(=O)NC1=C(C2=C(C3=C(OC2=O)C=CC=C3OC(F)F)C=C1)Br (8-benzyloxycarbonylamino-7-bromo-1-difluoromethoxy-6H-dibenzo(b,d)pyran-6-one), [H-] (hydride), CCCCCCC (heptane), C(=O)([O-])C(O)C(O)C(=O)[O-].[K+].[Na+] (sodium potassium tartrate). Run in ClCCl (dichloromethane), C(C)(=O)OCC (ethyl acetate). Run at temperature -78 celsius, time 30 minute. Yields the product C(C1=CC=CC=C1)OC(=O)NC1=C(C2=C(C3=C(OC2O)C=CC=C3OC(F)F)C=C1)Br (8-benzyloxycarbonylamino-7-bromo-1-difluoromethoxy-6H-dibenzo(b,d)pyran-6-ol). Reaction SMILES: [CH2:1]([O:8][C:9]([NH:11][C:12]1[CH:30]=[CH:29][C:15]2[C:16]3[C:24]([O:25][CH:26]([F:28])[F:27])=[CH:23][CH:22]=[CH:21][C:17]=3[O:18][C:19](=[O:20])[C:14]=2[C:13]=1[Br:31])=[O:10])[C:2]1[CH:7]=[CH:6][CH:5]=[CH:4][CH:3]=1.[H-].CCCCCCC.C(C(C(C([O-])=O)O)O)([O-])=O.[K+].[Na+]>ClCCl.C(OCC)(=O)C>[CH2:1]([O:8][C:9]([NH:11][C:12]1[CH:30]=[CH:29][C:15]2[C:16]3[C:24]([O:25][CH:26]([F:28])[F:27])=[CH:23][CH:22]=[CH:21][C:17]=3[O:18][CH:19]([OH:20])[C:14]=2[C:13]=1[Br:31])=[O:10])[C:2]1[CH:3]=[CH:4][CH:5]=[CH:6][CH:7]=1 |f:3.4.5|. Procedure details: A solution of Example 27D (0.52 g, 1.08 mmol) in dichloromethane (100 mL) at −78° C. was treated with disobutylaluminum hydride in heptane (1.30 mL, 1.30 mmol), stirred for 30 minutes at −78° C., and treated with ethyl acetate (10 mL) and sodium potassium tartrate (50 mL) to provide two layers. The layers were separated, and the aqueous layer was extracted with ethyl acetate. The extract was dried (Na2SO4), filtered, and concentrated. The concentrate was purified by flash column chromatography o... Reactants: ClC1=C(C=CC(=C1)Cl)C(CN1N=CN=C1)=O (1-(2,4-dichlorophenyl)-2-[1,2,4]triazol-1-yl-ethanone), [H-].[Na+] (sodium hydride), C(C1=CC=CC=C1)Br (benzyl bromide). Solvent: O1CCCC1 (tetrahydrofuran), CN1C(N(CCC1)C)=O (1,3-dimethyl-3,4,5,6-tetrahydro-2(1H)-pyrimidinone), O1CCCC1 (tetrahydrofuran), CN1C(N(CCC1)C)=O (1,3-dimethyl-3,4,5,6-tetrahydro-2(1H)-pyrimidinone). Run at time 3 hour. The product is ClC1=C(C=CC(=C1)Cl)C(=CN1N=CN=C1)OCC1=CC=CC=C1 (1-[2-(2,4-dichloro-phenyl)-2-benzyloxy-vinyl]-1H-[1,2,4]triazole). The yield is 7.2%. Reaction SMILES: [Cl:1][C:2]1[CH:7]=[C:6]([Cl:8])[CH:5]=[CH:4][C:3]=1[C:9](=[O:16])[CH2:10][N:11]1[CH:15]=[N:14][CH:13]=[N:12]1.[H-].[Na+].[CH2:19](Br)[C:20]1[CH:25]=[CH:24][CH:23]=[CH:22][CH:21]=1>O1CCCC1.CN1CCCN(C)C1=O>[Cl:1][C:2]1[CH:7]=[C:6]([Cl:8])[CH:5]=[CH:4][C:3]=1[C:9]([O:16][CH2:19][C:20]1[CH:25]=[CH:24][CH:23]=[CH:22][CH:21]=1)=[CH:10][N:11]1[CH:15]=[N:14][CH:13]=[N:12]1 |f:1.2|. Procedure details: 670 mg (2.62 mmol) of 1-(2,4-dichlorophenyl)-2-[1,2,4]triazol-1-yl-ethanone in 12 ml of tetrahydrofuran and 4 ml of 1,3-dimethyl-3,4,5,6-tetrahydro-2(1H)-pyrimidinone were added to a suspension of 171 mg (3.92 mmol) of sodium hydride (55% in mineral oil) in 15 ml of tetrahydrofuran and 5 ml of 1,3-dimethyl-3,4,5,6-tetrahydro-2(1H)-pyrimidinone (DMPU) and stirred at room temperature for 3 hours. Thereafter, 396 mg (5.24 mmol) of benzyl bromide were added and the mixture was stirred at room temper... Starting materials: [BH4-], CO, CC(=O)CC1OCCc2ccccc21, NCC(O)c1ccc(O)cc1, [Na+]. Product: CC(CC1OCCc2ccccc21)NCC(O)c1ccc(O)cc1. RXN SMILES: [BH4-:26].[CH3:28][OH:29].[CH:1]1([CH2:11][C:12]([CH3:13])=[O:14])[O:2][CH2:3][CH2:4][c:5]2[cH:6][cH:7][cH:8][cH:9][c:10]21.[NH2:15][CH2:16][CH:17]([OH:18])[c:19]1[cH:20][cH:21][c:22]([OH:25])[cH:23][cH:24]1.[Na+:27]>>[CH:1]1([CH2:11][CH:12]([CH3:13])[NH:15][CH2:16][CH:17]([OH:18])[c:19]2[cH:20][cH:21][c:22]([OH:25])[cH:23][cH:24]2)[O:2][CH2:3][CH2:4][c:5]2[cH:6][cH:7][cH:8][cH:9][c:10]21. Starting materials: C(C)(C)C1=C(C=CC=C1)C(C)C (diisopropyl benzene), O (water). The solvent is C1=CC=CC=C1 (benzene), C1=CC=CC=C1 (benzene). Yields the product C1(=CC=CC=C1)C(C)C (cumene), C(C)(C)C1=C(C=CC=C1)C(C)C (diisopropyl benzene). Reaction SMILES: [CH:1]([C:4]1[CH:9]=[CH:8][CH:7]=[CH:6][C:5]=1[CH:10]([CH3:12])[CH3:11])([CH3:3])[CH3:2].O>C1C=CC=CC=1>[C:4]1([CH:1]([CH3:3])[CH3:2])[CH:9]=[CH:8][CH:7]=[CH:6][CH:5]=1.[CH:10]([C:5]1[CH:6]=[CH:7][CH:8]=[CH:9][C:4]=1[CH:1]([CH3:3])[CH3:2])([CH3:12])[CH3:11]. Reported procedure: contacting a relatively dry benzene recycle stream and a diisopropyl benzene stream with a transalkylation catalyst in a transalkylation reaction zone at transalkylation conditions including a water concentration of less than 50 wppm to provide a transalkylation zone effluent comprising benzene, cumene, and diisopropyl benzene; The reactants are C1CCOC1, CC(=O)c1ccccc1, CCNC(=O)c1ccc(-n2nnc(C(=O)NC3CC3)c2CP(=O)(OCC)OCC)cc1, [H-], [Na+], O. Yields the product CCNC(=O)c1ccc(-n2nnc(C(=O)NC3CC3)c2C=C(C)c2ccccc2)cc1. RXN SMILES: [CH2:44]1[O:45][CH2:46][CH2:47][CH2:48]1.[CH3:34][C:35](=[O:36])[c:37]1[cH:38][cH:39][cH:40][cH:41][cH:42]1.[CH:1]1([NH:4][C:5](=[O:6])[c:7]2[n:8][n:9][n:10](-[c:21]3[cH:22][cH:23][c:24]([C:27](=[O:28])[NH:29][CH2:30][CH3:31])[cH:25][cH:26]3)[c:11]2[CH2:12][P:13]([O:14][CH2:15][CH3:16])([O:17][CH2:18][CH3:19])=[O:20])[CH2:2][CH2:3]1.[H-:32].[Na+:33].[OH2:43]>>[CH:1]1([NH:4][C:5](=[O:6])[c:7]2[n:8][n:9][n:10](-[c:21]3[cH:22][cH:23][c:24]([C:27](=[O:28])[NH:29][CH2:30][CH3:31])[cH:25][cH:26]3)[c:11]2[CH:12]=[C:35]([CH3:34])[c:37]2[cH:38][cH:39][cH:40][cH:41][cH:42]2)[CH2:2][CH2:3]1. Starting materials: CCOC(=O)Cc1ccc(OC)c(Oc2ccc(N)cc2CN(CC)C(C)=O)c1, CC(C)(C)C(=O)Cl. Yields the product CCOC(=O)Cc1ccc(OC)c(Oc2ccc(NC(=O)C(C)(C)C)cc2CN(CC)C(C)=O)c1. RXN SMILES: [CH2:1]([CH3:2])[O:3][C:4]([CH2:5][c:6]1[cH:7][c:8]([O:14][c:15]2[c:16]([CH2:22][N:23]([CH2:24][CH3:25])[C:26]([CH3:27])=[O:28])[cH:17][c:18]([NH2:21])[cH:19][cH:20]2)[c:9]([O:12][CH3:13])[cH:10][cH:11]1)=[O:29].[CH3:30][C:31]([C:32](=[O:33])[Cl:34])([CH3:35])[CH3:36]>>[CH2:1]([CH3:2])[O:3][C:4]([CH2:5][c:6]1[cH:7][c:8]([O:14][c:15]2[c:16]([CH2:22][N:23]([CH2:24][CH3:25])[C:26]([CH3:27])=[O:28])[cH:17][c:18]([NH:21][C:32]([C:31]([CH3:30])([CH3:35])[CH3:36])=[O:33])[cH:19][cH:20]2)[c:9]([O:12][CH3:13])[cH:10][cH:11]1)=[O:29]. The reactants are FC=1C=C(C=C(C1)F)N1CCN(CC1)C/C=C/C=1C=NN(C1C)C1=NC(=NC(=C1)C)O (3-[4-(3,5-Difluorophenyl)-1-piperazinyl]-1-[1-(2-hydroxy-6-methyl-4-pyrimidinyl)-5-methyl-4-pyrazolyl]-1-trans-propene), P(=O)(Cl)(Cl)Cl (phosphorus oxychloride). Reaction conditions: temperature 60 celsius, time 2.5 hour. The product is ClC1=NC(=CC(=N1)N1N=CC(=C1C)\C=C\CN1CCN(CC1)C1=CC(=CC(=C1)F)F)C (1-[1-(2-Chloro-6-methyl-4-pyrimidinyl)-5-methyl-4-pyrazolyl]-3-[4-(3,5-Difluorophenyl)-1-piperazinyl]-1-trans-propene). RXN SMILES: [F:1][C:2]1[CH:3]=[C:4]([N:9]2[CH2:14][CH2:13][N:12]([CH2:15]/[CH:16]=[CH:17]/[C:18]3[CH:19]=[N:20][N:21]([C:24]4[CH:29]=[C:28]([CH3:30])[N:27]=[C:26](O)[N:25]=4)[C:22]=3[CH3:23])[CH2:11][CH2:10]2)[CH:5]=[C:6]([F:8])[CH:7]=1.P(Cl)(Cl)([Cl:34])=O>>[Cl:34][C:26]1[N:25]=[C:24]([N:21]2[C:22]([CH3:23])=[C:18](/[CH:17]=[CH:16]/[CH2:15][N:12]3[CH2:13][CH2:14][N:9]([C:4]4[CH:3]=[C:2]([F:1])[CH:7]=[C:6]([F:8])[CH:5]=4)[CH2:10][CH2:11]3)[CH:19]=[N:20]2)[CH:29]=[C:28]([CH3:30])[N:27]=1. Procedure: To 250 mg of the compound obtained in Example 34 was added 5 ml of phosphorus oxychloride. The mixture was stirred at 60° C. for 2.5 hours, followed by concentration. A mixture of the concentrate and water was neutralized with sodium hydrogencarbonate and extracted with chloroform three times. The combined organic layer was washed with a saturated sodium chloride aqueous solution and dried over anhydrous sodium sulfate. The solvent was evaporated, and the residue was subjected to silica gel colu... Solvent: C(C)#N (acetonitrile). Reaction conditions: time 24 hour. Isolated yield 36.4%. Reported procedure: To a solution of 5-methoxymethylene-2,2-dimethyl-[1,3]dioxane-4,6-dione (1.8 g) in acetonitrile (15 ml) was added 1-amino-5-phenylcyclohexen-3-one (2.0 g), and the mixture was stirred at room temperature for 24 hours. The resulting crystals were filtered and washed with acetonitrile to give crystals of 2,2-dimethyl-5-[(3-oxo-5-phenyl-1-cyclohexenylamino)methylene]-[1,3]dioxane-4,6-dione (1.2 g). The product is CC1(OC(C(C(O1)=O)=CNC1=CC(CC(C1)C1=CC=CC=C1)=O)=O)C (2,2-dimethyl-5-[(3-oxo-5-phenyl-1-cyclohexenylamino)methylene]-[1,3]dioxane-4,6-dione). The reactants are COC=C1C(OC(OC1=O)(C)C)=O (5-methoxymethylene-2,2-dimethyl-[1,3]dioxane-4,6-dione), NC1=CC(CC(C1)C1=CC=CC=C1)=O (1-amino-5-phenylcyclohexen-3-one). Reaction SMILES: CO[CH:3]=[C:4]1[C:9](=[O:10])[O:8][C:7]([CH3:12])([CH3:11])[O:6][C:5]1=[O:13].[NH2:14][C:15]1[CH2:20][CH:19]([C:21]2[CH:26]=[CH:25][CH:24]=[CH:23][CH:22]=2)[CH2:18][C:17](=[O:27])[CH:16]=1>C(#N)C>[CH3:12][C:7]1([CH3:11])[O:6][C:5](=[O:13])[C:4](=[CH:3][NH:14][C:15]2[CH2:20][CH:19]([C:21]3[CH:26]=[CH:25][CH:24]=[CH:23][CH:22]=3)[CH2:18][C:17](=[O:27])[CH:16]=2)[C:9](=[O:10])[O:8]1. The reactants are C(C)C1=C(C=C(C=C1)C(C)=O)F (1-(4-ethyl-3-fluoro-phenyl)-ethanone), BrBr (bromine). Run in O1CCOCC1 (1,4-dioxane). The product is BrCC(=O)C1=CC(=C(C=C1)CC)F (2-Bromo-1-(4-ethyl-3-fluoro-phenyl)-ethanone). As a reaction SMILES: [CH2:1]([C:3]1[CH:8]=[CH:7][C:6]([C:9](=[O:11])[CH3:10])=[CH:5][C:4]=1[F:12])[CH3:2].[Br:13]Br>O1CCOCC1>[Br:13][CH2:10][C:9]([C:6]1[CH:7]=[CH:8][C:3]([CH2:1][CH3:2])=[C:4]([F:12])[CH:5]=1)=[O:11]. Reported procedure: To a stirred solution of 1-(4-ethyl-3-fluoro-phenyl)-ethanone (166 mg, 1 mmol) in 1,4-dioxane (5 mL), bromine was added dropwise at room temperature. After the addition, the solvent was removed and the residue was chromatographed (dichloromethane/hexanes) to give a solid. 77 mg, 31%. 1H NMR(CDCl3, 300MHz), σ 1.22 (t, 3H), 2.73 (q, 2H), 4.40 (s, 2H), 7.735 (t, 1H), 7.56-7.75 (dd, 2H). The reactants are [Li]CCCC, C#CCN1CCN(CC)CC1, CCCCCC, CO, O=C=O, C1CCOC1, O. RXN SMILES: [CH2:1]([Li:2])[CH2:3][CH2:4][CH3:5].[CH2:6]([CH3:7])[N:8]1[CH2:9][CH2:10][N:11]([CH2:14][C:15]#[CH:16])[CH2:12][CH2:13]1.[CH3:21][CH2:22][CH2:23][CH2:24][CH2:25][CH3:26].[CH3:32][OH:33].[O:17]=[C:18]=[O:19].[O:27]1[CH2:28][CH2:29][CH2:30][CH2:31]1.[OH2:20]>>[CH2:6]([CH3:7])[N:8]1[CH2:9][CH2:10][N:11]([CH2:14][C:15]#[C:16][C:18](=[O:17])[OH:19])[CH2:12][CH2:13]1. Yields the product CCN1CCN(CC#CC(=O)O)CC1.